From a dataset of the Open Reaction Database (ORD), a public repository of structured organic reaction records. describe an organic reaction: reactants, conditions, products, and yield Reactants: OCCCN1N=CC(=C1)C=1C=CC(=C2C(N(CC12)C)=O)NC1=NC(=NC=C1C(F)(F)F)NC1=C(C=C(CP(OCC)(OCC)=O)C=C1)OC (diethyl (4-{[4-({7-[1-(3-hydroxypropyl)-1H-pyrazol-4-yl]-2-methyl-3-oxo-2,3-dihydro-1H-isoindol-4-yl}amino)-5-(trifluoromethyl)pyrimidin-2-yl]amino}-3-methoxybenzyl)phosphonate), NC1=C(C(=O)NCC)C=C(C=C1)C=1C=NN(C1)CCCO (2-amino-N-ethyl-5-[1-(3-hydroxypropyl)-1H-pyrazol-4-yl]benzamide), NC1=C(C(=O)NCC)C=C(C=C1)C=1C=NN(C1)CCCO (2-amino-N-ethyl-5-[1-(3-hydroxypropyl)-1H-pyrazol-4-yl]benzamide). The product is C(C)NC(=O)C1=C(C=CC(=C1)C=1C=NN(C1)CCCO)NC1=NC(=NC=C1C(F)(F)F)NC1=CC=C(CP(OCC)(OCC)=O)C=C1 (Diethyl (4-{[4-({2-(ethylcarbamoyl)-4-[1-(3-hydroxypropyl)-1H-pyrazol-4-yl]phenyl}amino)-5-(trifluoromethyl)pyrimidin-2-yl]amino}benzyl)phosphonate). The yield is 81.0%. As a reaction SMILES: [OH:1][CH2:2][CH2:3][CH2:4][N:5]1[CH:9]=[C:8]([C:10]2[CH:11]=[CH:12][C:13]([NH:21][C:22]3[C:27]([C:28]([F:31])([F:30])[F:29])=[CH:26][N:25]=[C:24]([NH:32][C:33]4[CH:47]=[CH:46][C:36]([CH2:37][P:38](=[O:45])([O:42][CH2:43][CH3:44])[O:39][CH2:40][CH3:41])=[CH:35][C:34]=4OC)[N:23]=3)=[C:14]3[C:18]=2C[N:16]([CH3:19])[C:15]3=[O:20])[CH:7]=[N:6]1.N[C:51]1C=CC(C2C=NN(CCCO)C=2)=CC=1C(NCC)=O>>[CH2:19]([NH:16][C:15]([C:14]1[CH:18]=[C:10]([C:8]2[CH:7]=[N:6][N:5]([CH2:4][CH2:3][CH2:2][OH:1])[CH:9]=2)[CH:11]=[CH:12][C:13]=1[NH:21][C:22]1[C:27]([C:28]([F:29])([F:30])[F:31])=[CH:26][N:25]=[C:24]([NH:32][C:33]2[CH:34]=[CH:35][C:36]([CH2:37][P:38](=[O:45])([O:39][CH2:40][CH3:41])[O:42][CH2:43][CH3:44])=[CH:46][CH:47]=2)[N:23]=1)=[O:20])[CH3:51]. Procedure: Prepared analogously to Compound 1B replacing Compound 1C with 2-amino-N-ethyl-5-[1-(3-hydroxypropyl)-1H-pyrazol-4-yl]benzamide (Compound 9C, 455 mg, 1.07 mmol) to afford 589 mg of the title compound (81%). 1H NMR (400 MHz, CD3OD) δ 8.42 (d, J=8.8 Hz, 1H), 8.31 (s, 1H), 8.13 (s, 1H), 7.96 (s, 1H), 7.84 (d, J=2.0 Hz, 1H), 7.68 (dd, J=2.2, 8.7 Hz, 1H), 7.55 (d, J=8.3 Hz, 2H), 7.23 (dd, J=2.6, 8.7 Hz, 2H), 4.31 (d, J=13.6 Hz, 2H), 3.97-4.08 (m, 4H), 3.57 (t, J=6.2 Hz, 2H), 3.38-3.42 (m, 2H), 3.18-3...